Dataset: the Open Reaction Database (ORD), a public repository of structured organic reaction records. Task: describe an organic reaction: reactants, conditions, products, and yield Reactants: S1C=NC2=C1C=CC(=C2)C(=O)O (benzothiazole-5-carboxylic acid), CO (MeOH), S(=O)(Cl)Cl (thionyl chloride). Run at temperature 60 celsius, time 15 hour. Yields the product COC(=O)C=1C=CC2=C(N=CS2)C1 (benzothiazole-5-carboxylic acid methyl ester). RXN SMILES: [S:1]1[C:5]2[CH:6]=[CH:7][C:8]([C:10]([OH:12])=[O:11])=[CH:9][C:4]=2[N:3]=[CH:2]1.S(Cl)(Cl)=O.[CH3:17]O>>[CH3:17][O:11][C:10]([C:8]1[CH:7]=[CH:6][C:5]2[S:1][CH:2]=[N:3][C:4]=2[CH:9]=1)=[O:12]. Procedure details: To a suspension of benzothiazole-5-carboxylic acid (1 eq.) in MeOH at 0° C. was added dropwise thionyl chloride (2 eq.). The reaction was stirred at 60° C. for 15 h. The solvents were concentrated under reduced pressure to afford benzothiazole-5-carboxylic acid methyl ester. Starting materials: FC1=C(C=C(C=C1)F)Br (2,5-difluorobromobenzene), [Mg] (magnesium), C(CC)[C@@H]1CC[C@H](CC1)C1CCC(CC1)=O (4-(trans-4-propylcyclohexyl)cyclohexanone), [Cl-].[NH4+] (ammonium chloride). Solvent: C1CCOC1 (THF), C1CCOC1 (THF). Conditions: temperature 50 celsius, time 2 hour. Yields the product FC1=C(C=C(C=C1)F)C1(CCC(CC1)[C@@H]1CC[C@H](CC1)CCC)O (2,5-difluoro(4-(trans-4-propylcyclohexyl)-1-hydroxycyclohexyl)benzene). RXN SMILES: [F:1][C:2]1[CH:7]=[CH:6][C:5]([F:8])=[CH:4][C:3]=1Br.[Mg].[CH2:11]([C@H:14]1[CH2:19][CH2:18][C@H:17]([CH:20]2[CH2:25][CH2:24][C:23](=[O:26])[CH2:22][CH2:21]2)[CH2:16][CH2:15]1)[CH2:12][CH3:13].[Cl-].[NH4+]>C1COCC1>[F:1][C:2]1[CH:7]=[CH:6][C:5]([F:8])=[CH:4][C:3]=1[C:23]1([OH:26])[CH2:22][CH2:21][CH:20]([C@H:17]2[CH2:18][CH2:19][C@H:14]([CH2:11][CH2:12][CH3:13])[CH2:15][CH2:16]2)[CH2:25][CH2:24]1 |f:3.4|. Procedure details: A solution of 2,5-difluorobromobenzene (1.33 mmol) in THF (10 ml) is added dropwise to magnesium (1.44 mmol). After the addition is completed, the reaction mixture is stirred at 50° C. for 2 hrs. To the reaction mixture, a solution of 4-(trans-4-propylcyclohexyl)cyclohexanone (1.03 mmol) in THF (10 ml) is added dropwise. After the addition is completed, the reaction mixture is stirred for 2 hrs at 50° C. A saturated aqueous solution of ammonium chloride (10 ml) is added in small portions and the... The reactants are N1(C=NC=C1)CC#CC=1C=C2CCC(NC2=CC1)=O (6-[3-(imidazol-1-yl)prop-1-yn-1-yl]-3,4-dihydrocarbostyril), [H][H] (hydrogen). Reagents/catalysts: [Pd] (palladium on barium sulfate). Run in N1=CC=CC=C1 (pyridine), N1=CC=CC=C1 (pyridine). Run at time 15 minute. The product is N1(C=NC=C1)CC=CC=1C=C2CCC(NC2=CC1)=O (6-[3-(imidazol-1-yl)prop-1-en-1-yl]-3,4-dihydrocarbostyril). As a reaction SMILES: [N:1]1([CH2:6][C:7]#[C:8][C:9]2[CH:10]=[C:11]3[C:16](=[CH:17][CH:18]=2)[NH:15][C:14](=[O:19])[CH2:13][CH2:12]3)[CH:5]=[CH:4][N:3]=[CH:2]1.[H][H]>[Pd].N1C=CC=CC=1>[N:1]1([CH2:6][CH:7]=[CH:8][C:9]2[CH:10]=[C:11]3[C:16](=[CH:17][CH:18]=2)[NH:15][C:14](=[O:19])[CH2:13][CH2:12]3)[CH:5]=[CH:4][N:3]=[CH:2]1. Reported procedure: A suspension of 75 mg of 5% palladium on barium sulfate catalyst in 8 ml of pyridine was stirred under hydrogen for 15 minutes. A solution of 502 mg of 6-[3-(imidazol-1-yl)prop-1-yn-1-yl]-3,4-dihydrocarbostyril in 3 ml of pyridine was added and the mixture stirred under hydrogen until the theoretical volume of hydrogen had been absorbed. The reaction mixture was filtered and the solvent removed from the filtrate under reduced pressure to give a residue which was recrystallized from a mixture of ... The reactants are CCn1c(C(=O)c2cc(C)cc(C#N)c2)c(C(C)C)c(=O)[nH]c1=O, CCCC[N+](CCCC)(CCCC)CCCC, CC(NC(=O)OC(C)(C)C)C(=O)OCCl, [I-], [K+], [K+], O=C([O-])[O-], CN(C)C=O. The product is CCn1c(C(=O)c2cc(C)cc(C#N)c2)c(C(C)C)c(=O)n(COC(=O)C(C)NC(=O)OC(C)(C)C)c1=O. As a reaction SMILES: [CH2:16]([CH3:17])[n:18]1[c:19](=[O:39])[nH:20][c:21](=[O:38])[c:22]([CH:35]([CH3:36])[CH3:37])[c:23]1[C:24](=[O:25])[c:26]1[cH:27][c:28]([C:29]#[N:30])[cH:31][c:32]([CH3:34])[cH:33]1.[CH2:52]([N+:53]([CH2:54][CH2:55][CH2:56][CH3:57])([CH2:58][CH2:59][CH2:60][CH3:61])[CH2:62][CH2:63][CH2:64][CH3:65])[CH2:66][CH2:67][CH3:68].[Cl:1][CH2:2][O:3][C:4]([CH:5]([CH3:6])[NH:7][C:8](=[O:9])[O:10][C:11]([CH3:12])([CH3:13])[CH3:14])=[O:15].[I-:51].[K+:40].[K+:41].[O-:42][C:43]([O-:44])=[O:45].[O:46]=[CH:47][N:48]([CH3:49])[CH3:50]>>[CH2:2]([O:3][C:4]([CH:5]([CH3:6])[NH:7][C:8](=[O:9])[O:10][C:11]([CH3:12])([CH3:13])[CH3:14])=[O:15])[n:20]1[c:19](=[O:39])[n:18]([CH2:16][CH3:17])[c:23]([C:24](=[O:25])[c:26]2[cH:27][c:28]([C:29]#[N:30])[cH:31][c:32]([CH3:34])[cH:33]2)[c:22]([CH:35]([CH3:36])[CH3:37])[c:21]1=[O:38]. The yield is 97.4%. The product is ClC1=C2N(C(N(C2=NC(=N1)C)C1=C(C=C(C=C1)C(C)C)SC)=O)CC(=O)OCC (ethyl 2-[6-chloro-2-methyl-8-oxo-9-(4-isopropyl-2-methylthiophenyl)-8,9-dihydropurin-7-yl]acetate). Procedure: In 5 ml of dimethylformamide, 0.70 g of 6-chloro-9-(4-isopropyl-2-methylthiophenyl)-2-methyl-8,9-dihydropurin-8-one was dissolved, and 80 mg of sodium hydride in an oil was added thereto with ice-cooling, followed by stirring for 40 minutes. Subsequently, 0.39 g of ethyl bromoacetate was added thereto, and the reaction mixture was warmed up to room temperature and was stirred for 20 minutes. Water was poured into the reaction mixture. The reaction mixture was extracted with ethyl acetate. The ex... The reactants are O (Water), [H-].[Na+] (sodium hydride), BrCC(=O)OCC (ethyl bromoacetate), ClC1=C2NC(N(C2=NC(=N1)C)C1=C(C=C(C=C1)C(C)C)SC)=O (6-chloro-9-(4-isopropyl-2-methylthiophenyl)-2-methyl-8,9-dihydropurin-8-one). Reaction SMILES: [Cl:1][C:2]1[N:10]=[C:9]([CH3:11])[N:8]=[C:7]2[C:3]=1[NH:4][C:5](=[O:23])[N:6]2[C:12]1[CH:17]=[CH:16][C:15]([CH:18]([CH3:20])[CH3:19])=[CH:14][C:13]=1[S:21][CH3:22].[H-].[Na+].Br[CH2:27][C:28]([O:30][CH2:31][CH3:32])=[O:29].O>CN(C)C=O>[Cl:1][C:2]1[N:10]=[C:9]([CH3:11])[N:8]=[C:7]2[C:3]=1[N:4]([CH2:27][C:28]([O:30][CH2:31][CH3:32])=[O:29])[C:5](=[O:23])[N:6]2[C:12]1[CH:17]=[CH:16][C:15]([CH:18]([CH3:20])[CH3:19])=[CH:14][C:13]=1[S:21][CH3:22] |f:1.2|. Conditions: time 40 minute. Run in CN(C=O)C (dimethylformamide).